This data is from the Open Reaction Database (ORD), a public repository of structured organic reaction records. The task is: describe an organic reaction: reactants, conditions, products, and yield The reactants are [Cl-].O[NH3+] (hydroxylammonium chloride), C(O)([O-])=O.[Na+] (sodium hydrogen carbonate), CS(=O)C (dimethyl sulfoxide), COCCOC1CCC(CC1)N1C=2N(C(=C(C1=O)CC1=CC=C(C=C1)C=1C(=CC=CC1)C#N)CCC)N=CN2 (4′-({4-[4-(2-methoxyethoxy)cyclohexyl]-5-oxo-7-propyl-4,5-dihydro[1,2,4]triazolo[1,5-a]pyrimidin-6-yl}methyl)biphenyl-2-carbonitrile). Solvent: C(C)(=O)OCC (ethyl acetate). Run at temperature 40 celsius, time 30 minute. The product is COCCOC1CCC(CC1)N1C=2N(C(=C(C1=O)CC1=CC=C(C=C1)C1=C(C=CC=C1)C1=NOC(N1)=O)CCC)N=CN2 (4-[4-(2-methoxyethoxy)cyclohexyl]-6-{[2′-(5-oxo-4,5-dihydro-1,2,4-oxadiazol-3-yl)biphenyl-4-yl]methyl}-7-propyl[1,2,4]triazolo[1,5-a]pyrimidin-5(4H)-one). Yield: 46.1%. RXN SMILES: [Cl-].O[NH3+:3].[C:4](=[O:7])([O-])[OH:5].[Na+].CS(C)=O.[CH3:13][O:14][CH2:15][CH2:16][O:17][CH:18]1[CH2:23][CH2:22][CH:21]([N:24]2[C:29](=[O:30])[C:28]([CH2:31][C:32]3[CH:37]=[CH:36][C:35]([C:38]4[C:39]([C:44]#[N:45])=[CH:40][CH:41]=[CH:42][CH:43]=4)=[CH:34][CH:33]=3)=[C:27]([CH2:46][CH2:47][CH3:48])[N:26]3[N:49]=[CH:50][N:51]=[C:25]23)[CH2:20][CH2:19]1>C(OCC)(=O)C>[CH3:13][O:14][CH2:15][CH2:16][O:17][CH:18]1[CH2:23][CH2:22][CH:21]([N:24]2[C:29](=[O:30])[C:28]([CH2:31][C:32]3[CH:37]=[CH:36][C:35]([C:38]4[CH:43]=[CH:42][CH:41]=[CH:40][C:39]=4[C:44]4[NH:3][C:4](=[O:7])[O:5][N:45]=4)=[CH:34][CH:33]=3)=[C:27]([CH2:46][CH2:47][CH3:48])[N:26]3[N:49]=[CH:50][N:51]=[C:25]23)[CH2:20][CH2:19]1 |f:0.1,2.3|. Procedure details: A mixture of hydroxylammonium chloride (0.15 g), sodium hydrogen carbonate (0.25 g) and dimethyl sulfoxide (10 mL) was stirred at 40° C. for 30 min, 4′-({4-[4-(2-methoxyethoxy)cyclohexyl]-5-oxo-7-propyl-4,5-dihydro[1,2,4]triazolo[1,5-a]pyrimidin-6-yl}methyl)biphenyl-2-carbonitrile (0.078 g) was added, and the mixture was stirred at 90° C. for 16 hr. The reaction mixture was diluted with ethyl acetate, washed with water and then with saturated brine, and dried over anhydrous magnesium sulfate. Th... The product is BrC1=CN=C2N1N=C(C=C2)NCCOC2CCCC2 (3-bromo-N-(2-(cyclopentyloxy)ethyl)imidazo[1,2-b]pyridazin-6-amine). As a reaction SMILES: [CH:1]1([O:6][CH2:7][CH2:8][NH2:9])[CH2:5][CH2:4][CH2:3][CH2:2]1.[Br:10][C:11]1[N:15]2[N:16]=[C:17](F)[CH:18]=[CH:19][C:14]2=[N:13][CH:12]=1>>[Br:10][C:11]1[N:15]2[N:16]=[C:17]([NH:9][CH2:8][CH2:7][O:6][CH:1]3[CH2:5][CH2:4][CH2:3][CH2:2]3)[CH:18]=[CH:19][C:14]2=[N:13][CH:12]=1. Yield: 69.0%. Procedure: The 2-(cyclopentyloxy)ethanamine was reacted with 3-bromo-6-fluoroimidazo[1,2-b]pyridazine, using the amine displacement conditions described in example 5.6.42, part A to afford 69% product. The reactants are C1(CCCC1)OCCN (2-(cyclopentyloxy)ethanamine), BrC1=CN=C2N1N=C(C=C2)F (3-bromo-6-fluoroimidazo[1,2-b]pyridazine), amine.